This data is from the Open Reaction Database (ORD), a public repository of structured organic reaction records. The task is: describe an organic reaction: reactants, conditions, products, and yield The reactants are O=C1CCC(=O)N1Br, Cc1cc(F)ccc1Br, O=C(OOC(=O)c1ccccc1)c1ccccc1, ClC(Cl)(Cl)Cl. Yields the product Fc1ccc(Br)c(CBr)c1. RXN SMILES: [Br:10][N:11]1[C:12](=[O:13])[CH2:14][CH2:15][C:16]1=[O:17].[Br:1][c:2]1[c:3]([CH3:9])[cH:4][c:5]([F:8])[cH:6][cH:7]1.[C:18]([O:19][O:20][C:21](=[O:22])[c:23]1[cH:24][cH:25][cH:26][cH:27][cH:28]1)(=[O:29])[c:30]1[cH:31][cH:32][cH:33][cH:34][cH:35]1.[Cl:36][C:37]([Cl:38])([Cl:39])[Cl:40]>>[Br:1][c:2]1[c:3]([CH2:9][Br:10])[cH:4][c:5]([F:8])[cH:6][cH:7]1. Reactants: CO, [Li+], C1CCOC1, [OH-], O, CCOC(=O)c1cccc(NC(=O)NC2CN(C(=O)CC(C)(C)C)c3ccc(C)cc3N(CC(=O)c3ccccc3C)C2=O)c1. Yields the product Cc1ccc2c(c1)N(CC(=O)c1ccccc1C)C(=O)C(NC(=O)Nc1cccc(C(=O)O)c1)CN2C(=O)CC(C)(C)C. RXN SMILES: [CH3:54][OH:55].[Li+:48].[O:49]1[CH2:50][CH2:51][CH2:52][CH2:53]1.[OH-:47].[OH2:46].[c:1]1([CH3:45])[c:2]([C:7](=[O:8])[CH2:9][N:10]2[C:11](=[O:44])[CH:12]([NH:29][C:30](=[O:31])[NH:32][c:33]3[cH:34][c:35]([C:39](=[O:40])[O:41][CH2:42][CH3:43])[cH:36][cH:37][cH:38]3)[CH2:13][N:14]([C:22]([CH2:23][C:24]([CH3:25])([CH3:26])[CH3:27])=[O:28])[c:15]3[c:16]2[cH:17][c:18]([CH3:21])[cH:19][cH:20]3)[cH:3][cH:4][cH:5][cH:6]1>>[c:1]1([CH3:45])[c:2]([C:7](=[O:8])[CH2:9][N:10]2[C:11](=[O:44])[CH:12]([NH:29][C:30](=[O:31])[NH:32][c:33]3[cH:34][c:35]([C:39](=[O:40])[OH:41])[cH:36][cH:37][cH:38]3)[CH2:13][N:14]([C:22]([CH2:23][C:24]([CH3:25])([CH3:26])[CH3:27])=[O:28])[c:15]3[c:16]2[cH:17][c:18]([CH3:21])[cH:19][cH:20]3)[cH:3][cH:4][cH:5][cH:6]1. Procedure: 28.6 g (0.5 mole) of cyclopropylamine are added dropwise ar -50° C to 55.5 g (0.25 mole) of 2-ethyl-4,6-dichloro-5-nitro-pyrimidine in 1 liter of ethanol. The reaction mixture is stirred for 3 hours at room temperature and then cooled to -40° C. The crystalline precipitate that has formed is filtered off and dried. Yield: 21 g of 2-ethyl-4-chloro-5-nitro-6-cyclopropylamino-pyrimidine of m.p. 61°-62° C. A Further 22 g of 2-ethyl-4-chloro-5-nitro-6-cyclopropylamino-pyrimidine of m.p. 61°-62° C are... The reactants are C1(CC1)N (cyclopropylamine), C(C)C1=NC(=C(C(=N1)Cl)[N+](=O)[O-])Cl (2-ethyl-4,6-dichloro-5-nitro-pyrimidine). The yield is 36.3%. The solvent is C(C)O (ethanol). Run at time 3 hour. Reaction SMILES: [CH:1]1([NH2:4])[CH2:3][CH2:2]1.[CH2:5]([C:7]1[N:12]=[C:11](Cl)[C:10]([N+:14]([O-:16])=[O:15])=[C:9]([Cl:17])[N:8]=1)[CH3:6]>C(O)C>[CH2:5]([C:7]1[N:8]=[C:9]([Cl:17])[C:10]([N+:14]([O-:16])=[O:15])=[C:11]([NH:4][CH:1]2[CH2:3][CH2:2]2)[N:12]=1)[CH3:6]. Product: C(C)C1=NC(=C(C(=N1)Cl)[N+](=O)[O-])NC1CC1 (2-ethyl-4-chloro-5-nitro-6-cyclopropylamino-pyrimidine). Reactants: BrCCOCc1ccccc1, O=C([O-])[O-], OCC1OC(Oc2n[nH]c(C(F)(F)F)c2Cc2ccccc2OCc2ccccc2)C(O)C(O)C1O, CN(C)C=O, [Cs+], [Cs+], O. Yields the product OCC1OC(Oc2nn(CCOCc3ccccc3)c(C(F)(F)F)c2Cc2ccccc2OCc2ccccc2)C(O)C(O)C1O. Reaction SMILES: [Br:37][CH2:38][CH2:39][O:40][CH2:41][c:42]1[cH:43][cH:44][cH:45][cH:46][cH:47]1.[C:48](=[O:49])([O-:50])[O-:51].[CH2:1]([c:2]1[cH:3][cH:4][cH:5][cH:6][cH:7]1)[O:8][c:9]1[c:10]([CH2:11][c:12]2[c:13]([O:21][CH:22]3[CH:23]([OH:24])[CH:25]([OH:26])[CH:27]([OH:28])[CH:29]([CH2:31][OH:32])[O:30]3)[n:14][nH:15][c:16]2[C:17]([F:18])([F:19])[F:20])[cH:33][cH:34][cH:35][cH:36]1.[CH3:55][N:56]([CH3:57])[CH:58]=[O:59].[Cs+:52].[Cs+:53].[OH2:54]>>[CH2:1]([c:2]1[cH:3][cH:4][cH:5][cH:6][cH:7]1)[O:8][c:9]1[c:10]([CH2:11][c:12]2[c:13]([O:21][CH:22]3[CH:23]([OH:24])[CH:25]([OH:26])[CH:27]([OH:28])[CH:29]([CH2:31][OH:32])[O:30]3)[n:14][n:15]([CH2:38][CH2:39][O:40][CH2:41][c:42]3[cH:43][cH:44][cH:45][cH:46][cH:47]3)[c:16]2[C:17]([F:18])([F:19])[F:20])[cH:33][cH:34][cH:35][cH:36]1. Reactants: C(CC#N)#N (malononitrile), O.NN (hydrazine hydrate), OC=1C=C(C=CC1)NN=C(C#N)C#N (2-[(3-hydroxyphenyl)-hydrazono]malononitrile), NC=1C=C(C=CC1)O (3-aminophenol). The product is NC1=NN=C(C1=NNC=1C=C(C=CC1)O)N (3-[N′-(3,5-diaminopyrazol-4-ylidene)hydrazino]phenol), compound. Isolated yield 33.0%. Reaction SMILES: O[C:2]1[CH:3]=[C:4]([NH:8][N:9]=[C:10]([C:13]#[N:14])[C:11]#[N:12])[CH:5]=[CH:6][CH:7]=1.NC1C=C(O)C=CC=1.C(#N)CC#N.[OH2:28].[NH2:29][NH2:30]>>[NH2:12][C:11]1[C:10](=[N:9][NH:8][C:4]2[CH:5]=[C:6]([OH:28])[CH:7]=[CH:2][CH:3]=2)[C:13]([NH2:14])=[N:30][N:29]=1 |f:3.4|. Reported procedure: 3-[N′-(3,5-diaminopyrazol-4-ylidene)hydrazino]phenol was prepared using 93 mg (0.5 mmol) of 2-[(3-hydroxyphenyl)-hydrazono]malononitrile, which was derived from 3-aminophenol (109 mg, 1.0 mmol) and malononitrile (1.5 mmol), and hydrazine hydrate. After heating for 4 hrs, a small amount of solid had formed. The solid was filtered off and the filtrate was concentrated to a gummy black solid. This material was dissolved in ethyl acetate and a small amount of gummy solid was precipitated from the so... The reactants are COC1=C(CN(S(=O)(=O)C2=C(C=C(C(=C2)F)F)F)C2=NC=NC=C2)C=CC(=C1)OC (N-(2,4-dimethoxybenzyl)-2,4,5-trifluoro-N-(pyrimidin-4-yl)benzenesulfonamide), N1(C=NC=C1)[C@@H]1[C@H](CCCC1)O ((1S*,2S*)-2-(1H-imidazol-1-yl)cyclohexanol), [H-].[Na+] (sodium hydride). Run in CN(C)C=O (DMF). Product: COC1=C(CN(S(=O)(=O)C2=C(C=C(C(=C2)F)O[C@@H]2[C@H](CCCC2)N2C=NC=C2)F)C2=NC=NC=C2)C=CC(=C1)OC (N-(2,4-dimethoxybenzyl)-2,5-difluoro-4-{[(1S*,2S*)-2-(1H-imidazol-1-yl)cyclohexyl]oxy}-N-(pyrimidin-4-yl)benzenesulfonamide). Isolated yield 90.9%. RXN SMILES: [CH3:1][O:2][C:3]1[CH:28]=[C:27]([O:29][CH3:30])[CH:26]=[CH:25][C:4]=1[CH2:5][N:6]([C:19]1[CH:24]=[CH:23][N:22]=[CH:21][N:20]=1)[S:7]([C:10]1[CH:15]=[C:14]([F:16])[C:13](F)=[CH:12][C:11]=1[F:18])(=[O:9])=[O:8].[N:31]1([C@H:36]2[CH2:41][CH2:40][CH2:39][CH2:38][C@@H:37]2[OH:42])[CH:35]=[CH:34][N:33]=[CH:32]1.[H-].[Na+]>CN(C=O)C>[CH3:1][O:2][C:3]1[CH:28]=[C:27]([O:29][CH3:30])[CH:26]=[CH:25][C:4]=1[CH2:5][N:6]([C:19]1[CH:24]=[CH:23][N:22]=[CH:21][N:20]=1)[S:7]([C:10]1[CH:15]=[C:14]([F:16])[C:13]([O:42][C@H:37]2[CH2:38][CH2:39][CH2:40][CH2:41][C@@H:36]2[N:31]2[CH:35]=[CH:34][N:33]=[CH:32]2)=[CH:12][C:11]=1[F:18])(=[O:8])=[O:9] |f:2.3|. Procedure: The reaction and aftertreatment were conducted in the same manner as in Example 1a by using the N-(2,4-dimethoxybenzyl)-2,4,5-trifluoro-N-(pyrimidin-4-yl)benzenesulfonamide (260 mg, 0.592 mmol) prepared in Example 14b, (1S*,2S*)-2-(1H-imidazol-1-yl)cyclohexanol (Tetrahedron, 2007, 63, 469-473; 100 mg, 0.602 mmol), sodium hydride (63%; 50 mg, 1.31 mmol) and DMF (3.0 mL), to yield the title compound (315 mg, 91%) as a colorless oil. Starting materials: BrC1=C(C=CC=C1)CBr (1-bromo-2-(bromomethyl)benzene), [Mg] (magnesium), C(C)(=O)C1CCN(CC1)C(=O)OC(C)(C)C (tert-butyl 4-acetylpiperidine-1-carboxylate), II (I2). The reagents and catalysts are II (I2). The solvent is CCOCC (Et2O), CCOCC (Et2O). Conditions: time 2 hour. Yields the product BrC1=C(C=CC=C1)CC(C)(O)C1CCN(CC1)C(=O)OC(C)(C)C (tert-Butyl 4-(1-(2-bromophenyl)-2-hydroxypropan-2-yl)piperidine-1-carboxylate). Yield: 32.5%. As a reaction SMILES: [Br:1][C:2]1[CH:7]=[CH:6][CH:5]=[CH:4][C:3]=1[CH2:8]Br.[Mg].II.[C:13]([CH:16]1[CH2:21][CH2:20][N:19]([C:22]([O:24][C:25]([CH3:28])([CH3:27])[CH3:26])=[O:23])[CH2:18][CH2:17]1)(=[O:15])[CH3:14]>CCOCC.II>[Br:1][C:2]1[CH:7]=[CH:6][CH:5]=[CH:4][C:3]=1[CH2:8][C:13]([CH:16]1[CH2:17][CH2:18][N:19]([C:22]([O:24][C:25]([CH3:26])([CH3:28])[CH3:27])=[O:23])[CH2:20][CH2:21]1)([OH:15])[CH3:14]. Procedure: A mixture of 1-bromo-2-(bromomethyl)benzene (4.40 g, 17.60 mmol), magnesium (0.984 g, 40.5 mmol), and I2 (2.2 mg, 8.80 μmol) in Et2O (87 mL) was heated to reflux under argon until the reaction initiated (indicated by decolorization of I2) and then stirred at room temperature for 2 hours. After this time, the reaction mixture was added to a solution of tert-butyl 4-acetylpiperidine-1-carboxylate (2 g, 8.80 mmol) in Et2O (1.2 mL) and then stirred for 19 hours. At the conclusion of this period, the...